Dataset: the Open Reaction Database (ORD), a public repository of structured organic reaction records. Task: describe an organic reaction: reactants, conditions, products, and yield Starting materials: N1C=CC2=CC=CC=C12 (1H-indole), IC1=CC(=CC=C1)C (1-iodo-3-methylbenzene). Product: CC=1C=C(C=CC1)N1C=CC2=CC=CC=C12 (1-(3-METHYLPHENYL)-1H-INDOLE). Reaction SMILES: [NH:1]1[C:9]2[C:4](=[CH:5][CH:6]=[CH:7][CH:8]=2)[CH:3]=[CH:2]1.I[C:11]1[CH:16]=[CH:15][CH:14]=[C:13]([CH3:17])[CH:12]=1>>[CH3:17][C:13]1[CH:12]=[C:11]([N:1]2[C:9]3[C:4](=[CH:5][CH:6]=[CH:7][CH:8]=3)[CH:3]=[CH:2]2)[CH:16]=[CH:15][CH:14]=1. Procedure: Prepared by Procedure C and Scheme O using 1H-indole and 1-iodo-3-methylbenzene: ESMS m/e: 208.0 (M+H)+. Starting materials: Cl.C(#C)C1=CC=C(OCCCN2C3CCC(C2)CC3)C=C1 (2-[3-(4-ethynylphenoxy)propane-1-yl]-2-azabicyclo[2.2.2]octane hydrochloride), [Li]CCCC (n-BuLi), ClC(=O)OCC (ethyl chloroformate). Solvent: O1CCCC1 (tetrahydrofuran). Product: C12N(CC(CC1)CC2)CCCOC2=CC=C(C=C2)C#CC(=O)OCC (ethyl 4-[3-(2-azabicyclo[2.2.2]octan-2-yl)propoxy]phenylpropiolate). Reaction SMILES: Cl.[C:2]([C:4]1[CH:21]=[CH:20][C:7]([O:8][CH2:9][CH2:10][CH2:11][N:12]2[CH2:17][CH:16]3[CH2:18][CH2:19][CH:13]2[CH2:14][CH2:15]3)=[CH:6][CH:5]=1)#[CH:3].[Li]CCCC.Cl[C:28]([O:30][CH2:31][CH3:32])=[O:29]>O1CCCC1>[CH:13]12[CH2:14][CH2:15][CH:16]([CH2:18][CH2:19]1)[CH2:17][N:12]2[CH2:11][CH2:10][CH2:9][O:8][C:7]1[CH:6]=[CH:5][C:4]([C:2]#[C:3][C:28]([O:30][CH2:31][CH3:32])=[O:29])=[CH:21][CH:20]=1 |f:0.1|. Reported procedure: In the b) route of scheme 2,2-azabicyclo[2.2.2]octane hydrochloride (isoquinuclidine hydrochloride) (8) is reacted with TMS-ethynyl-phenyl ether derivative (3) in the presence of K2CO3 and potassium iodide (KI). The resulting 2-[3-(4-ethynylphenoxy)propane-1-yl]-2-azabicyclo[2.2.2]octane (9) is treated with ethyl ether solution in saturated hydrochloride gas (HCl gas in ether) to obtain 2-[3-(4-ethynylphenoxy)propane-1-yl]-2-azabicyclo[2.2.2]octane hydrochloride (compound 10). Further, this comp... The reactants are C(C1=CC=CC=C1)OC=1C=C(C=CC1)N1N=C(C=C1NC(C1=C(C=CC(=C1)C1=NC=CC=C1F)Cl)=O)C(=O)OCC (ethyl 1-(3-(benzyloxy)phenyl)-5-(2-chloro-5-(3-fluoropyridin-2-yl)benzamido)-1H-pyrazole-3-carboxylate), C(O)CN (ethanolamine). Yields the product ClC1=C(C(=O)NC2=CC(=NN2C2=CC(=CC=C2)O)C(=O)NCCO)C=C(C=C1)C1=NC=CC=C1F (5-(2-chloro-5-(3-fluoropyridin-2-yl)benzamido)-N-(2-hydroxyethyl)-1-(3-hydroxyphenyl)-1H-pyrazole-3-carboxamide). Reaction SMILES: C([O:8][C:9]1[CH:10]=[C:11]([N:15]2[C:19]([NH:20][C:21](=[O:36])[C:22]3[CH:27]=[C:26]([C:28]4[C:33]([F:34])=[CH:32][CH:31]=[CH:30][N:29]=4)[CH:25]=[CH:24][C:23]=3[Cl:35])=[CH:18][C:17]([C:37](OCC)=[O:38])=[N:16]2)[CH:12]=[CH:13][CH:14]=1)C1C=CC=CC=1.[CH2:42]([CH2:44][NH2:45])[OH:43]>>[Cl:35][C:23]1[CH:24]=[CH:25][C:26]([C:28]2[C:33]([F:34])=[CH:32][CH:31]=[CH:30][N:29]=2)=[CH:27][C:22]=1[C:21]([NH:20][C:19]1[N:15]([C:11]2[CH:12]=[CH:13][CH:14]=[C:9]([OH:8])[CH:10]=2)[N:16]=[C:17]([C:37]([NH:45][CH2:44][CH2:42][OH:43])=[O:38])[CH:18]=1)=[O:36]. Procedure: The title compound was prepared according to the method described for Example 85 using ethyl 1-(3-(benzyloxy)phenyl)-5-(2-chloro-5-(3-fluoropyridin-2-yl)benzamido)-1H-pyrazole-3-carboxylate (Example 128) and ethanolamine. The residue was purified using reverse phase column chromatography eluting with 0-100% MeCN in water with 0.1% NH3. Reactants: C(C)(C)(C)O[C@H](C(=O)OC)C1=C(C2=C(N=C(S2)C2=NC(=NC=C2)Cl)C=C1C)C1=CC=C(C=C1)Cl ((S)-methyl 2-tert-butoxy-2-(7-(4-chlorophenyl)-2-(2-chloropyrimidin-4-yl)-5-methylbenzo[d]thiazol-6-yl)acetate), O1CC(C1)N1CCNCC1 (1-(oxetan-3-yl)piperazine). Solvent: O1CCOCC1 (1,4-dioxane). Reaction conditions: time 6 hour. Product: C(C)(C)(C)O[C@H](C(=O)OC)C1=C(C2=C(N=C(S2)C2=NC(=NC=C2)N2CCN(CC2)C2COC2)C=C1C)C1=CC=C(C=C1)Cl ((S)-methyl 2-tert-butoxy-2-(7-(4-chlorophenyl)-5-methyl-2-(2-(4-(oxetan-3-yl)piperazin-1-yl)pyrimidin-4-yl)benzo[d]thiazol-6-yl)acetate). As a reaction SMILES: [C:1]([O:5][C@@H:6]([C:11]1[C:26]([CH3:27])=[CH:25][C:14]2[N:15]=[C:16]([C:18]3[CH:23]=[CH:22][N:21]=[C:20](Cl)[N:19]=3)[S:17][C:13]=2[C:12]=1[C:28]1[CH:33]=[CH:32][C:31]([Cl:34])=[CH:30][CH:29]=1)[C:7]([O:9][CH3:10])=[O:8])([CH3:4])([CH3:3])[CH3:2].[O:35]1[CH2:38][CH:37]([N:39]2[CH2:44][CH2:43][NH:42][CH2:41][CH2:40]2)[CH2:36]1>O1CCOCC1>[C:1]([O:5][C@@H:6]([C:11]1[C:26]([CH3:27])=[CH:25][C:14]2[N:15]=[C:16]([C:18]3[CH:23]=[CH:22][N:21]=[C:20]([N:42]4[CH2:43][CH2:44][N:39]([CH:37]5[CH2:38][O:35][CH2:36]5)[CH2:40][CH2:41]4)[N:19]=3)[S:17][C:13]=2[C:12]=1[C:28]1[CH:29]=[CH:30][C:31]([Cl:34])=[CH:32][CH:33]=1)[C:7]([O:9][CH3:10])=[O:8])([CH3:4])([CH3:3])[CH3:2]. Procedure: To (S)-methyl 2-tert-butoxy-2-(7-(4-chlorophenyl)-2-(2-chloropyrimidin-4-yl)-5-methylbenzo[d]thiazol-6-yl)acetate (49.0 mg, 0.095 mmol) was added 1-(oxetan-3-yl)piperazine (27.0 mg, 0.190 mmol) in 1,4-dioxane (1 mL). The reaction mixture was stirred at room temperature for 6 h. Upon completion of the reaction, the reaction mixture was filtered through Celite (ethyl acetate eluent), concentrated, and used without further purification. LCMS-ESI+ calc'd for C32H37ClN5O4S (M+H+): 622.2; Found: 622.2... Starting materials: CC(C)CS(=O)(=O)c1cccc(C#N)n1, Cl, [Na+], [OH-], O. Yields the product CC(C)CS(=O)(=O)c1cccc(C(=O)O)n1. As a reaction SMILES: [CH2:1]([CH:2]([CH3:3])[CH3:4])[S:5](=[O:6])(=[O:7])[c:8]1[cH:9][cH:10][cH:11][c:12]([C:14]#[N:15])[n:13]1.[ClH:18].[Na+:17].[OH-:16].[OH2:19]>>[CH2:1]([CH:2]([CH3:3])[CH3:4])[S:5](=[O:6])(=[O:7])[c:8]1[cH:9][cH:10][cH:11][c:12]([C:14](=[O:16])[OH:19])[n:13]1. Starting materials: C(CCC)N (Butylamine), C=1C=CC2=C(C1)N=NN2O (HOBT), CCN=C=NCCCN(C)C (EDAC), C(C1=CC=CC=C1)OC(=O)N1C(O[C@H]([C@@H]1CC1CCCCC1)CC(C(=O)O)C(C)C)(C)C ((2RS)-2-[(4S,5S)-3-benzyloxycarbonyl-4-cyclohexylmethyl-2,2-dimethyl-1,3-oxazolidin-5-yl]methyl-3-methylbutanoic acid). Solvent: CN(C)C=O (DMF), C(C)N(CC)CC (triethylamine). Reaction conditions: time 8 hour. The product is C(C1=CC=CC=C1)OC(=O)N1C(O[C@H]([C@@H]1CC1CCCCC1)C[C@H](C(=O)NCCCC)C(C)C)(C)C ((2S)-2-[(4S,5S)-3-benzyloxycarbonyl-4-cyclohexylmethyl-2,2-dimethyl-1,3-oxazolidin-5-yl]methyl-N-butyl-3-methylbutanamide). Reaction SMILES: [CH2:1]([O:8][C:9]([N:11]1[C@@H:15]([CH2:16][CH:17]2[CH2:22][CH2:21][CH2:20][CH2:19][CH2:18]2)[C@H:14]([CH2:23][CH:24]([CH:28]([CH3:30])[CH3:29])[C:25](O)=[O:26])[O:13][C:12]1([CH3:32])[CH3:31])=[O:10])[C:2]1[CH:7]=[CH:6][CH:5]=[CH:4][CH:3]=1.[CH2:33]([NH2:37])[CH2:34][CH2:35][CH3:36].C1C=CC2N(O)N=NC=2C=1.CCN=C=NCCCN(C)C>CN(C=O)C.C(N(CC)CC)C>[CH2:1]([O:8][C:9]([N:11]1[C@@H:15]([CH2:16][CH:17]2[CH2:18][CH2:19][CH2:20][CH2:21][CH2:22]2)[C@H:14]([CH2:23][C@@H:24]([CH:28]([CH3:29])[CH3:30])[C:25]([NH:37][CH2:33][CH2:34][CH2:35][CH3:36])=[O:26])[O:13][C:12]1([CH3:32])[CH3:31])=[O:10])[C:2]1[CH:7]=[CH:6][CH:5]=[CH:4][CH:3]=1. Procedure: The crude carboxylic acid (I) (551 mg) was dissolved in DMF (10 ml) containing triethylamine (126 mg). Butylamine (109 mg), HOBT (169 mg) and EDAC (240 mg) were added and the solution was allowed to stand overnight. The solvent was removed by evaporation and the residue partitioned between ethyl acetate (20 ml) and water (20 ml). The organic layer was separated and washed with saturated sodium hydrogen carbonate solution (20 ml), followed by water (20 ml) and then saturated sodium chloride solut...